Dataset: the Open Reaction Database (ORD), a public repository of structured organic reaction records. Task: describe an organic reaction: reactants, conditions, products, and yield Starting materials: dichloro di(triphenylphosphine) palladium (0), C(CC)C1=CC=C(C=C1)C#C (4-n-propylphenyl ethine), C(CCCC)SC1=CC=C(C=C1)I (4-n-pentylthioiodobenzene). Reagents/catalysts: [Cu]I (Copper (I) iodide). Run in C(C)NCC (diethylamine). Conditions: temperature 20 celsius, time 16 hour. Product: C1(=CC=CC=C1)C#CC1=CC=CC=C1 (tolane). As a reaction SMILES: [CH2:1]([C:4]1[CH:9]=[CH:8][C:7](C#C)=[CH:6][CH:5]=1)[CH2:2][CH3:3].[CH2:12](SC1C=CC(I)=CC=1)[CH2:13][CH2:14][CH2:15][CH3:16]>C(NCC)C.[Cu]I>[C:4]1([C:1]#[C:2][C:3]2[CH:16]=[CH:15][CH:14]=[CH:13][CH:12]=2)[CH:5]=[CH:6][CH:7]=[CH:8][CH:9]=1. Procedure details: The product from step 2.4 (2.82 g) and the product from step 2.2 (6.0 g) were mixed in diethylamine (44 ml). Copper (I) iodide (0.026 g) and dichloro di(triphenylphosphine) palladium (0) (0.193 g) were then added and the mixture was then stirred at 20° C. under argon for 16 hrs. Purification by chromatography gave 4.3 g or tolane product, rapt. 43° C.